The task is: describe an organic reaction: reactants, conditions, products, and yield. This data is from the Open Reaction Database (ORD), a public repository of structured organic reaction records. Reactants: CCO, Clc1ccc(-c2c3ncnc(Cl)c3nn2-c2ccccc2Cl)cc1, [H-], [Na+], C1CCOC1. The product is CCOc1ncnc2c(-c3ccc(Cl)cc3)n(-c3ccccc3Cl)nc12. RXN SMILES: [CH3:25][CH2:26][OH:27].[Cl:1][c:2]1[c:3]2[c:4]([n:5][cH:6][n:7]1)[c:8](-[c:18]1[cH:19][cH:20][c:21]([Cl:24])[cH:22][cH:23]1)[n:9](-[c:11]1[c:12]([Cl:17])[cH:13][cH:14][cH:15][cH:16]1)[n:10]2.[H-:29].[Na+:28].[O:30]1[CH2:31][CH2:32][CH2:33][CH2:34]1>>[c:2]1([O:27][CH2:26][CH3:25])[c:3]2[c:4]([n:5][cH:6][n:7]1)[c:8](-[c:18]1[cH:19][cH:20][c:21]([Cl:24])[cH:22][cH:23]1)[n:9](-[c:11]1[c:12]([Cl:17])[cH:13][cH:14][cH:15][cH:16]1)[n:10]2. Starting materials: S(=O)(=O)(Cl)Cl (Sulfuryl chloride), C1(=CC=CC=C1)P(C1=CC=CC=C1)C1=CC=CC=C1 (Triphenylphosphine), C(CCC)[N+](CCCC)(CCCC)CCCC.BrC1=CC=C(C=N1)/C=C/S(=O)(=O)O ((E)-2-(6-bromopyridin-3-yl)ethenesulfonic acid tetrabutylammonium). Solvent: ClCCl (dichloromethane), ClCCl (dichloromethane). Reaction conditions: temperature 0 celsius, time 15 minute. Product: BrC1=CC=C(C=N1)/C=C/S(=O)(=O)Cl ((E)-2-(6-Bromopyridin-3-yl)ethenesulfonyl chloride). Yield: 37.1%. Reaction SMILES: C1(P(C2C=CC=CC=2)C2C=CC=CC=2)C=CC=CC=1.[S:20]([Cl:24])(Cl)(=[O:22])=[O:21].C([N+](CCCC)(CCCC)CCCC)CCC.[Br:42][C:43]1[N:48]=[CH:47][C:46](/[CH:49]=[CH:50]/S(O)(=O)=O)=[CH:45][CH:44]=1>ClCCl>[Br:42][C:43]1[N:48]=[CH:47][C:46](/[CH:49]=[CH:50]/[S:20]([Cl:24])(=[O:22])=[O:21])=[CH:45][CH:44]=1 |f:2.3|. Procedure: Triphenylphosphine (2.74 g, 10.44 mmol) was dissolved in anhydrous dichloromethane (30 mL) under an atmosphere of argon and the mixture was cooled to 0° C. with an ice bath. Sulfuryl chloride (0.87 mL, 10.68 mmol) was added dropwise and the cooling bath was removed. The solution was stirred at ambient temperature for 15 min. A solution of (E)-2-(6-bromopyridin-3-yl)ethenesulfonic acid tetrabutylammonium (2.46 g, 4.86 mmol) in anhydrous dichloromethane (10 mL) was added dropwise over 10 min. The ... Starting materials: [H-].[Al+3].[Li+].[H-].[H-].[H-] (lithium aluminum hydride), aqueous solution, [OH-].[Na+] (sodium hydroxide), NCCC1CCC=2C=CC=3OCC(NC3C12)=O (9-(2-aminoethyl)-1,7,8,9-tetrahydroindeno[5,4-b][1,4]oxazin-2(3H)-one), O (water), O (water). The solvent is O1CCCC1 (tetrahydrofuran). Reaction conditions: time 30 minute. Yields the product N1C2=C(OCC1)C=CC=1CCC(C12)CCN (2-(1,2,3,7,8,9-hexahydroindeno[5,4-b][1,4]oxazin-9-yl) ethylamine). Reaction SMILES: [NH2:1][CH2:2][CH2:3][CH:4]1[C:16]2[C:15]3[NH:14][C:13](=O)[CH2:12][O:11][C:10]=3[CH:9]=[CH:8][C:7]=2[CH2:6][CH2:5]1.[H-].[Al+3].[Li+].[H-].[H-].[H-].O.[OH-].[Na+]>O1CCCC1>[NH:14]1[CH2:13][CH2:12][O:11][C:10]2[CH:9]=[CH:8][C:7]3[CH2:6][CH2:5][CH:4]([CH2:3][CH2:2][NH2:1])[C:16]=3[C:15]1=2 |f:1.2.3.4.5.6,8.9|. Procedure: A solution of 9-(2-aminoethyl)-1,7,8,9-tetrahydroindeno[5,4-b][1,4]oxazin-2(3H)-one (1.2 g, 5.3 mmol.) in tetrahydrofuran (30 mL) was was cooled with ice, to which was added lithium aluminum hydride (0.8 g, 21.4 mmol.). The mixture was heated for 18 hours under reflux under argon atmosphere. The reaction mixture was cooled, to which were added water (0.8 mL), a 15% aqueous solution of sodium hydroxide (0.8 mL) and water (2.4 mL), successively. The mixture was then stirred for 30 minutes at room ... The reactants are NC1=NC=C(C=C1)Br (2-amino-5-bromopyridine), C([O-])([O-])=O.[Cs+].[Cs+] (cesium carbonate), ClC1=CC=C(C=C1)N1C(=NC2=C(C1=O)C=NN2C=2C=C(C=CC2)S(=O)(=O)N)C2=CC=C(C=C2)B2OC(C(O2)(C)C)(C)C (3-{5-(4-chloro-phenyl)-4-oxo-6-[4-(4,4,5,5-tetramethyl-[1,3,2]dioxaborolan-2-yl)-phenyl]-4,5-dihydro-pyrazolo[3,4-d]pyrimidin-1-yl}-benzene sulfonamide), CN(C=O)C (N,N-dimethylformamide). The reagents and catalysts are C1=CC=C(C=C1)P([C-]2C=CC=C2)C3=CC=CC=C3.C1=CC=C(C=C1)P([C-]2C=CC=C2)C3=CC=CC=C3.Cl[Pd]Cl.[Fe+2] (Pd(dppf)2Cl2). Run at temperature 100 celsius. Yields the product NC1=CC=C(C=N1)C1=CC=C(C=C1)C=1N(C(C=2N=CN(C2N1)C=1C=C(C=CC1)S(=O)(=O)N)=O)C1=CC=C(C=C1)Cl (3-[2-[4-(6-amino-pyridin-3-yl)-phenyl]-1-(4-chloro-phenyl)-6-oxo-1,6-dihydro-purin-9-yl]-benzene sulfonamide). Reaction SMILES: [Cl:1][C:2]1[CH:7]=[CH:6][C:5]([N:8]2[C:13](=[O:14])[C:12]3C=N[N:17]([C:18]4[CH:19]=[C:20]([S:24]([NH2:27])(=[O:26])=[O:25])[CH:21]=[CH:22][CH:23]=4)[C:11]=3[N:10]=[C:9]2[C:28]2[CH:33]=[CH:32][C:31](B3OC(C)(C)C(C)(C)O3)=[CH:30][CH:29]=2)=[CH:4][CH:3]=1.[NH2:43][C:44]1[CH:49]=[CH:48][C:47](Br)=[CH:46][N:45]=1.C(=O)([O-])[O-].[Cs+].[Cs+].[CH3:57][N:58](C)C=O>C1C=CC(P(C2C=CC=CC=2)[C-]2C=CC=C2)=CC=1.C1C=CC(P(C2C=CC=CC=2)[C-]2C=CC=C2)=CC=1.Cl[Pd]Cl.[Fe+2]>[NH2:43][C:44]1[N:45]=[CH:46][C:47]([C:31]2[CH:32]=[CH:33][C:28]([C:9]3[N:8]([C:5]4[CH:4]=[CH:3][C:2]([Cl:1])=[CH:7][CH:6]=4)[C:13](=[O:14])[C:12]4[N:58]=[CH:57][N:17]([C:18]5[CH:19]=[C:20]([S:24]([NH2:27])(=[O:25])=[O:26])[CH:21]=[CH:22][CH:23]=5)[C:11]=4[N:10]=3)=[CH:29][CH:30]=2)=[CH:48][CH:49]=1 |f:2.3.4,6.7.8.9|. Reported procedure: A solution of 3-{5-(4-chloro-phenyl)-4-oxo-6-[4-(4,4,5,5-tetramethyl-[1,3,2]dioxaborolan-2-yl)-phenyl]-4,5-dihydro-pyrazolo[3,4-d]pyrimidin-1-yl}-benzene sulfonamide (0.300 g, 0.496 mmol) in N,N-dimethylformamide (25 mL) is degassed with argon for 0.5 h. Then 2-amino-5-bromopyridine (0.128 g, 0.745 mmol), cesium carbonate (0.323 g, 0.993 mmol), Pd(dppf)2Cl2 (0.036 g, 0.049 mmol) is added and the resulted mixture is degassed with argon for 0.5 h. The reaction mixture is then heated at 100° C. for... The reactants are O=S(Cl)Cl (SOCl2), COC=1C(=NC=CC1OC)CO (3,4-Dimethoxy-2-hydroxymethylpyridine), C(=O)(O)[O-].[Na+] (NaHCO3). The solvent is C(Cl)Cl (CH2Cl2), C(Cl)Cl (CH2Cl2). Yields the product COC=1C(=NC=CC1OC)CCl (3,4-dimethoxy-2-chloromethylpyridine). The yield is 162.6%. RXN SMILES: [CH3:1][O:2][C:3]1[C:4]([CH2:11]O)=[N:5][CH:6]=[CH:7][C:8]=1[O:9][CH3:10].O=S(Cl)[Cl:15].C([O-])(O)=O.[Na+]>C(Cl)Cl>[CH3:1][O:2][C:3]1[C:4]([CH2:11][Cl:15])=[N:5][CH:6]=[CH:7][C:8]=1[O:9][CH3:10] |f:2.3|. Procedure: 3,4-Dimethoxy-2-hydroxymethylpyridine (0.34 g, 0.002 mol) was dissolved in CH2Cl2 (8 ml). SOCl2 (0.27 g, 0.00227 mol) in CH2Cl2 (2 ml) was added under stirring at room temperature. After 10 min the mixture was neutralized with NaHCO3 (5 ml). The phases were separated, the CH2Cl2 phase was washed with NaCl-solution, dried over Na2SO4 and evaporated giving the desired product (0.61 g, 88%).